This data is from the Open Reaction Database (ORD), a public repository of structured organic reaction records. The task is: describe an organic reaction: reactants, conditions, products, and yield The reactants are CC(=O)NN, CCN=C=NCCCN(C)C, CCN(C(C)C)C(C)C, Cl, O=C(O)c1ccc([N+](=O)[O-])cc1, CN(C)C=O, O, On1nnc2ccccc21. Product: CC(=O)NNC(=O)c1ccc([N+](=O)[O-])cc1. As a reaction SMILES: [C:44]([CH3:45])(=[O:46])[NH:47][NH2:48].[CH3:32][CH2:33][N:34]=[C:35]=[N:36][CH2:37][CH2:38][CH2:39][N:40]([CH3:41])[CH3:42].[CH:11]([N:12]([CH2:13][CH3:14])[CH:15]([CH3:16])[CH3:17])([CH3:18])[CH3:19].[ClH:43].[N+:20](=[O:21])([O-:22])[c:23]1[cH:24][cH:25][c:26]([C:27](=[O:28])[OH:29])[cH:30][cH:31]1.[O:49]=[CH:50][N:51]([CH3:52])[CH3:53].[OH2:54].[OH:1][n:2]1[c:3]2[c:4]([cH:5][cH:6][cH:7][cH:8]2)[n:9][n:10]1>>[N+:20](=[O:21])([O-:22])[c:23]1[cH:24][cH:25][c:26]([C:27](=[O:29])[NH:48][NH:47][C:44]([CH3:45])=[O:46])[cH:30][cH:31]1.